From a dataset of the Open Reaction Database (ORD), a public repository of structured organic reaction records. describe an organic reaction: reactants, conditions, products, and yield The reactants are O=C1c2cccc(Br)c2CCN1CCO, CCOCC, CS(C)=O, CI, [K+], [OH-], O. Product: COCCN1CCc2c(Br)cccc2C1=O. As a reaction SMILES: [Br:1][c:2]1[c:3]2[c:8]([cH:9][cH:10][cH:11]1)[C:7](=[O:12])[N:6]([CH2:13][CH2:14][OH:15])[CH2:5][CH2:4]2.[CH2:25]([O:26][CH2:27][CH3:28])[CH3:29].[CH3:21][S:22]([CH3:23])=[O:24].[I:18][CH3:19].[K+:17].[OH-:16].[OH2:20]>>[Br:1][c:2]1[c:3]2[c:8]([cH:9][cH:10][cH:11]1)[C:7](=[O:12])[N:6]([CH2:13][CH2:14][O:15][CH3:19])[CH2:5][CH2:4]2. Starting materials: CC(=O)OCC#CCOc1ccc(S(=O)(=O)N2CCSC(C)(C)C2C(=O)OC(C)(C)C)cc1, ClCCl, Cl. The product is CC(=O)OCC#CCOc1ccc(S(=O)(=O)N2CCSC(C)(C)C2C(=O)O)cc1. RXN SMILES: [C:1]([CH3:2])([CH3:3])([CH3:4])[O:5][C:6](=[O:7])[CH:8]1[C:9]([CH3:32])([CH3:33])[S:10][CH2:11][CH2:12][N:13]1[S:14](=[O:15])(=[O:16])[c:17]1[cH:18][cH:19][c:20]([O:23][CH2:24][C:25]#[C:26][CH2:27][O:28][C:29]([CH3:30])=[O:31])[cH:21][cH:22]1.[Cl:35][CH2:36][Cl:37].[ClH:34]>>[O:5]=[C:6]([OH:7])[CH:8]1[C:9]([CH3:32])([CH3:33])[S:10][CH2:11][CH2:12][N:13]1[S:14](=[O:15])(=[O:16])[c:17]1[cH:18][cH:19][c:20]([O:23][CH2:24][C:25]#[C:26][CH2:27][O:28][C:29]([CH3:30])=[O:31])[cH:21][cH:22]1.